Task: describe an organic reaction: reactants, conditions, products, and yield. Dataset: the Open Reaction Database (ORD), a public repository of structured organic reaction records Starting materials: C([O-])([O-])=O.[Na+].[Na+] (sodium carbonate), C1(=CC=CC=C1)P(C1=CC=CC=C1)C1=CC=CC=C1 (triphenylphosphine), ClC=1C=CC(=C(C1)B(O)O)OCC(F)(F)F (5-chloro-2-(2,2,2-trifluoro-ethoxy)-phenylboronic acid), ClC1=NC(=NC(=C1)Cl)N (4,6-dichloro-pyrimidin-2-ylamine), CC(C(C)O)O (dimethyl ethylene glycol). Reagents/catalysts: C(C)(=O)[O-].[Pd+2].C(C)(=O)[O-] (palladium acetate). The solvent is O (water). Reaction conditions: time 12 hour. The product is ClC1=NC(=NC(=C1)C1=C(C=CC(=C1)Cl)OCC(F)(F)F)N (4-chloro-6-[5-chloro-2-(2,2,2-trifluoro-ethoxy)-phenyl]-pyrimidin-2-ylamine). As a reaction SMILES: [Cl:1][C:2]1[CH:3]=[CH:4][C:5]([O:11][CH2:12][C:13]([F:16])([F:15])[F:14])=[C:6](B(O)O)[CH:7]=1.[Cl:17][C:18]1[CH:23]=[C:22](Cl)[N:21]=[C:20]([NH2:25])[N:19]=1.CC(O)C(O)C.C(=O)([O-])[O-].[Na+].[Na+].C1(P(C2C=CC=CC=2)C2C=CC=CC=2)C=CC=CC=1>O.C([O-])(=O)C.[Pd+2].C([O-])(=O)C>[Cl:17][C:18]1[CH:23]=[C:22]([C:6]2[CH:7]=[C:2]([Cl:1])[CH:3]=[CH:4][C:5]=2[O:11][CH2:12][C:13]([F:16])([F:15])[F:14])[N:21]=[C:20]([NH2:25])[N:19]=1 |f:3.4.5,8.9.10|. Procedure details: To a mixture of 5-chloro-2-(2,2,2-trifluoro-ethoxy)-phenylboronic acid (1.6 g, 6.3 mmol), 4,6-dichloro-pyrimidin-2-ylamine (1.2 g, 7.6 mmol), palladium acetate (211 mg, 0.95 mmol), and dimethyl ethylene glycol (100 ml), degassed with argon, was added a solution of sodium carbonate (4.0 g, 37.8 mmol) in water (15 ml) followed by triphenylphosphine (495 mg, 1.9 mmol). After stirring for 12 hours, the mixture was filtered through a pad of celite under suction. The organic layer was separated from t... The reactants are FC1=C(C=O)C=CC(=C1)F (2,4-difluoro-benzaldehyde), C(C)(C)(C)[Si](OCCOC1=CC=C(C=C1)O)(C)C (4-[2-(tert-butyl-dimethyl-silanyloxy)-ethoxy]-phenol), C([O-])([O-])=O.[K+].[K+] (potassium carbonate). Product: FC=1C=CC(=C(C=O)C1)OC1=CC=C(C=C1)OCCO[Si](C)(C)C(C)(C)C (5-fluoro-2-{4-[2-(tert-butyl-dimethyl-silanyloxy)ethoxy]-Phenoxy}-benzaldehyde). Procedure: In a similar manner to the method described in Example 140a, 2,4-difluoro-benzaldehyde (Aldrich) reacted with 4-[2-(tert-butyl-dimethyl-silanyloxy)-ethoxy]-phenol and potassium carbonate to give a light brown oil which solidifies on standing. RXN SMILES: [F:1][C:2]1[CH:9]=[C:8](F)[CH:7]=[CH:6][C:3]=1C=O.[C:11]([Si:15]([CH3:28])([CH3:27])[O:16][CH2:17][CH2:18][O:19][C:20]1[CH:25]=[CH:24][C:23]([OH:26])=[CH:22][CH:21]=1)([CH3:14])([CH3:13])[CH3:12].[C:29](=[O:32])([O-])[O-].[K+].[K+]>>[F:1][C:2]1[CH:3]=[CH:6][C:7]([O:26][C:23]2[CH:24]=[CH:25][C:20]([O:19][CH2:18][CH2:17][O:16][Si:15]([C:11]([CH3:14])([CH3:13])[CH3:12])([CH3:28])[CH3:27])=[CH:21][CH:22]=2)=[C:8]([CH:9]=1)[CH:29]=[O:32] |f:2.3.4|. Reactants: C(C)(=O)O[C@H]1[C@@H]([C@@]2([C@H](CC[C@H]([C@H]2C=C1C)C(=C)C)C)O)O ((1S,2R,4aR,5R,8S,8aS)-1,8a-dihydroxy-5-isopropenyl-3,8-dimethyl-1,2,4a,5,6,7,8,8a-octahydro-2-naphthalenyl acetate), C1(=CC=C(C=C1)S(=O)(=O)O)C (para-toluenesulfonic acid). Procedure: A stirred solution of (1S,2R,4aR,5R,8S,8aS)-1,8a-dihydroxy-5-isopropenyl-3,8-dimethyl-1,2,4a,5,6,7,8,8a-octahydro-2-naphthalenyl acetate (Preparation 126, 10 g) in 2,2-dimethoxypropane (200 ml) was treated with para-toluenesulfonic acid (700 mg). After 3 days, the solution was concentrated in vacuo and the residue purified by flash column chromatography on silica gel eluting with ethyl acetate:hexane (5:95) to give the product (10.55 g). Run at time 3 day. As a reaction SMILES: [C:1]([O:4][C@@H:5]1[C:14]([CH3:15])=[CH:13][C@H:12]2[C@@:7]([OH:20])([C@@H:8]([CH3:19])[CH2:9][CH2:10][C@H:11]2[C:16]([CH3:18])=[CH2:17])[C@H:6]1[OH:21])(=[O:3])[CH3:2].[C:22]1(C)[CH:27]=CC(S(O)(=O)=O)=C[CH:23]=1>COC(OC)(C)C>[C:1]([O:4][C@H:5]1[C@@H:6]2[O:21][C:22]([CH3:27])([CH3:23])[O:20][C@:7]32[C@@H:12]([C@H:11]([C:16]([CH3:18])=[CH2:17])[CH2:10][CH2:9][C@@H:8]3[CH3:19])[CH:13]=[C:14]1[CH3:15])(=[O:3])[CH3:2]. The yield is 776.0%. Product: C(C)(=O)O[C@@H]1C(=C[C@@H]2[C@@H](CC[C@@H]([C@@]23[C@H]1OC(O3)(C)C)C)C(=C)C)C ((3aS,4R,6aR,7R,10S,10aS)-7-isopropenyl-2,2,5,10-tetramethyl-4,6a,7,8,9,10-hexahydro-3aH-naphtho[1,8a-d][1,3]dioxol-4-yl acetate). The solvent is COC(C)(C)OC (2,2-dimethoxypropane). Starting materials: O=C([O-])O, CCOCC, CC(C)(C)OC(=O)Nc1c(F)ccc2c1OC(C)(C)O2, [Na+], O, O=C(O)C(F)(F)F. Yields the product CC1(C)Oc2ccc(F)c(N)c2O1. RXN SMILES: [C:33](=[O:34])([OH:35])[O-:36].[CH3:28][CH2:29][O:30][CH2:31][CH3:32].[CH3:8][C:9]1([CH3:27])[O:10][c:11]2[c:12]([cH:14][cH:15][c:16]([F:26])[c:17]2[NH:18][C:19](=[O:20])[O:21][C:22]([CH3:23])([CH3:24])[CH3:25])[O:13]1.[Na+:37].[OH2:38].[OH:1][C:2]([C:3]([F:4])([F:5])[F:6])=[O:7]>>[CH3:8][C:9]1([CH3:27])[O:10][c:11]2[c:12]([cH:14][cH:15][c:16]([F:26])[c:17]2[NH2:18])[O:13]1.